Dataset: the Open Reaction Database (ORD), a public repository of structured organic reaction records. Task: describe an organic reaction: reactants, conditions, products, and yield RXN SMILES: C([N:8]1[CH2:13][CH2:12][CH:11]([C:14]([OH:16])=O)[CH2:10][CH2:9]1)(OC(C)(C)C)=O.C(N1C=CN=C1)(N1C=CN=C1)=O.[NH2:29][CH:30]1[CH2:48][C:34]2[C:35]3[NH:36][C:37](=[O:47])[C:38](=[O:46])[NH:39][C:40]=3[CH:41]=[C:42]([N+:43]([O-:45])=[O:44])[C:33]=2[CH2:32][CH2:31]1.FC(F)(F)C(O)=O.C(Cl)[Cl:57]>O1CCCC1.CN(C)C=O.C(N(CC)CC)C>[ClH:57].[N+:43]([C:42]1[C:33]2[CH2:32][CH2:31][CH:30]([NH:29][C:14]([CH:11]3[CH2:10][CH2:9][NH:8][CH2:13][CH2:12]3)=[O:16])[CH2:48][C:34]=2[C:35]2[NH:36][C:37](=[O:47])[C:38](=[O:46])[NH:39][C:40]=2[CH:41]=1)([O-:45])=[O:44] |f:8.9|. Reaction conditions: temperature 70 celsius. Procedure details: A mixture of N-Boc-piperidine-4-carboxylic acid (0.92 g, 4 mmol) and carbonyldiimidazole (0.65 g, 4 mmol) in 10 mL tetrahydrofuran was heated at reflux for 15 min. The mixture was added to the starting amine (Example 15, 0.6 g, 2 mmol) in 10 mL dimethylformamide and heated at 70° C. for 30 min. Triethylamine (0.4 g) was added and the mixture heated an additional 18 h. The solvent was evaporated and the yellow solid was washing with tetrahydrofuran, collected by filtration and dried to give 0.74 ... Yields the product Cl.[N+](=O)([O-])C=1C2=C(C=3NC(C(NC3C1)=O)=O)CC(CC2)NC(=O)C2CCNCC2 (4-(6-nitro-2,3-dioxo-1,2,3,4,7,8,9,10-octahydrobenzo[f]quinoxaline-9-ylcarbamoyl)-piperidine hydrochloride). Solvent: CN(C=O)C (dimethylformamide), C(C)N(CC)CC (Triethylamine), O1CCCC1 (tetrahydrofuran). Starting materials: NC1CCC2=C(C=3NC(C(NC3C=C2[N+](=O)[O-])=O)=O)C1 (9-amino-6-nitro-1,4,7,8,9,10-hexahydro-benzo[f]quinoxaline-2,3-dione), FC(C(=O)O)(F)F (trifluoroacetic acid), C(Cl)Cl (methylene chloride), C(=O)(OC(C)(C)C)N1CCC(CC1)C(=O)O (N-Boc-piperidine-4-carboxylic acid), C(=O)(N1C=NC=C1)N1C=NC=C1 (carbonyldiimidazole). Reactants: CC(=O)C1CN2CCC1CC2, CCON, CO, Cl, Cl. Yields the product CCON=C(C)C1CN2CCC1CC2, Cl. RXN SMILES: [C:2]([CH3:3])(=[O:4])[CH:5]1[CH2:6][N:7]2[CH2:8][CH2:9][CH:10]1[CH2:11][CH2:12]2.[CH2:14]([CH3:15])[O:16][NH2:17].[CH3:18][OH:19].[ClH:13].[ClH:1]>>[C:2]([CH3:3])([CH:5]1[CH2:6][N:7]2[CH2:8][CH2:9][CH:10]1[CH2:11][CH2:12]2)=[N:17][O:16][CH2:14][CH3:15].[ClH:1]. Starting materials: solution, C[Mg]I (methyl magnesium iodide), O (water), BrC1=C2C=CN=CC2=CC=C1 (5-bromoisoquinoline). The reagents and catalysts are Cl[Ni]1([P](CCC[P](C2=CC=CC=C2)1C3=CC=CC=C3)(C4=CC=CC=C4)C5=CC=CC=C5)Cl ([1,3-bis(diphenylphosphino)propane]nickel(II) chloride). The solvent is CCOCC (ether), CCOCC (ether). Yields the product CC1=C2C=CN=CC2=CC=C1 (5-Methylisoquinoline). Reaction SMILES: [CH3:1][Mg]I.Br[C:5]1[CH:14]=[CH:13][CH:12]=[C:11]2[C:6]=1[CH:7]=[CH:8][N:9]=[CH:10]2.O>CCOCC.Cl[Ni]1(Cl)[P](C2C=CC=CC=2)(C2C=CC=CC=2)CCC[P]1(C1C=CC=CC=1)C1C=CC=CC=1>[CH3:1][C:5]1[CH:14]=[CH:13][CH:12]=[C:11]2[C:6]=1[CH:7]=[CH:8][N:9]=[CH:10]2 |^1:23,39|. Procedure: A 3M solution of methyl magnesium iodide in ether (50 ml, 0.15 mol) was added dropwise to a stirred, ice-cooled solution of 5-bromoisoquinoline (21 g, 0.10 mol), obtained by the method described in J. Org. Chem., 1964, 29, 329, and [1,3-bis(diphenylphosphino)propane]nickel(II) chloride (400 mg, 0.7 mmol) in anhydrous ether and the reaction mixture heated under reflux for 5 days, allowed to cool, then poured into water (500 ml). The organic phase was separated, combined with ether extracts of the... The reactants are ClC1=C(C=CC(=C1)OC)C(C(C(F)(F)F)(O)C1=CC(=C(C#N)C(=C1)C)C)C (4-[2-(2-chloro-4-methoxy-phenyl)-1-hydroxy-1-trifluoromethyl-propyl]-2,6-dimethyl-benzonitrile), B(Br)(Br)Br (BBr3). Product: ClC1=C(C=CC(=C1)O)C(C(C(F)(F)F)(O)C1=CC(=C(C#N)C(=C1)C)C)C (4-[2-(2-Chloro-4-hydroxy-phenyl)-1-hydroxy-1-trifluoromethyl-propyl]-2,6-dimethyl-benzonitrile). RXN SMILES: [Cl:1][C:2]1[CH:7]=[C:6]([O:8]C)[CH:5]=[CH:4][C:3]=1[CH:10]([CH3:27])[C:11]([C:17]1[CH:24]=[C:23]([CH3:25])[C:20]([C:21]#[N:22])=[C:19]([CH3:26])[CH:18]=1)([OH:16])[C:12]([F:15])([F:14])[F:13].B(Br)(Br)Br>>[Cl:1][C:2]1[CH:7]=[C:6]([OH:8])[CH:5]=[CH:4][C:3]=1[CH:10]([CH3:27])[C:11]([C:17]1[CH:18]=[C:19]([CH3:26])[C:20]([C:21]#[N:22])=[C:23]([CH3:25])[CH:24]=1)([OH:16])[C:12]([F:15])([F:13])[F:14]. Procedure: In analogy to Example 1, step 4, 4-[2-(2-chloro-4-methoxy-phenyl)-1-hydroxy-1-trifluoromethyl-propyl]-2,6-dimethyl-benzonitrile was reacted with BBr3 to give the title compound as a colorless foam. MS (m/e, ISP neg. ion)=382.1 [M−H+]. The reactants are [BH3-]C#N, O=C([O-])O, CCc1cnc(C=O)cc1OC, CO, C[O-], CO, CC(=O)O, ClC(Cl)Cl, Cl, COc1cnc2ccc(=O)n(CCN3CCC(N)CC3)c2c1, [Na+], [Na+], [Na+]. The product is CCc1cnc(CNC2CCN(CCn3c(=O)ccc4ncc(OC)cc43)CC2)cc1OC. As a reaction SMILES: [C:41]([BH3-:42])#[N:43].[C:45](=[O:46])([O-:47])[OH:48].[CH2:29]([CH3:30])[c:31]1[c:32]([O:39][CH3:40])[cH:33][c:34]([CH:37]=[O:38])[n:35][cH:36]1.[CH3:24][OH:25].[CH3:26][O-:27].[CH3:50][OH:51].[CH3:56][C:57](=[O:58])[OH:59].[CH:52]([Cl:53])([Cl:54])[Cl:55].[ClH:1].[NH2:2][CH:3]1[CH2:4][CH2:5][N:6]([CH2:9][CH2:10][n:11]2[c:12](=[O:23])[cH:13][cH:14][c:15]3[n:16][cH:17][c:18]([O:21][CH3:22])[cH:19][c:20]23)[CH2:7][CH2:8]1.[Na+:28].[Na+:44].[Na+:49]>>[NH:2]([CH:3]1[CH2:4][CH2:5][N:6]([CH2:9][CH2:10][n:11]2[c:12](=[O:23])[cH:13][cH:14][c:15]3[n:16][cH:17][c:18]([O:21][CH3:22])[cH:19][c:20]23)[CH2:7][CH2:8]1)[CH2:37][c:34]1[cH:33][c:32]([O:39][CH3:40])[c:31]([CH2:29][CH3:30])[cH:36][n:35]1.